From a dataset of the Open Reaction Database (ORD), a public repository of structured organic reaction records. describe an organic reaction: reactants, conditions, products, and yield The reactants are COC1=CC=CC2=CC(=CC=C12)OC (1,6-dimethoxynapthalene), [Na] (sodium), [Na] (sodium). Solvent: CCO (EtOH). Reaction conditions: temperature 0 celsius, time 20 minute. Product: COC1=C2CCC(CC2=CC=C1)=O (5-Methoxy-2-tetralone), product. The yield is 65.0%. As a reaction SMILES: [CH3:1][O:2][C:3]1[C:12]2[C:7](=[CH:8][C:9]([O:13]C)=[CH:10][CH:11]=2)[CH:6]=[CH:5][CH:4]=1.[Na]>CCO>[CH3:1][O:2][C:3]1[CH:4]=[CH:5][CH:6]=[C:7]2[C:12]=1[CH2:11][CH2:10][C:9](=[O:13])[CH2:8]2 |^1:14|. Procedure: 5-Methoxy-2-tetralone was prepared according to the method of Ames et al., J. Chem. Soc.. 1965, 2636, as follows: To a boiling solution of 100 g (0.53 mol) of 1,6-dimethoxynapthalene in 1.4 L EtOH was added 90 g (3.91 mol) sodium shavings and the mixture was stirred until all the sodium was dissolved. The reaction was cooled to 0° C., and 457 mL concentrate HCl and 395 mL H2O was added dropwise and refluxed one hour. The mixture was filtered and the filtrate was concentrated, dissolved in H2O an... Product: C(C)C1=CC=C(C=C1)CCC1=C(OCCC2N(CCCC2)C)C=CC=C1 (2-(2-{2-[2-(4-Ethylphenyl)ethyl]phenoxy}ethyl)-1-methylpiperidine). Reaction SMILES: C(O[C:6]([N:8]1[CH2:13][CH2:12][CH2:11][CH2:10][CH:9]1[CH2:14][CH2:15][O:16][C:17]1[CH:22]=[CH:21][CH:20]=[CH:19][C:18]=1[CH2:23][CH2:24][C:25]1[CH:30]=[CH:29][C:28]([CH2:31][CH3:32])=[CH:27][CH:26]=1)=O)(C)(C)C.[H-].[Al+3].[Li+].[H-].[H-].[H-]>O1CCCC1>[CH2:31]([C:28]1[CH:27]=[CH:26][C:25]([CH2:24][CH2:23][C:18]2[CH:19]=[CH:20][CH:21]=[CH:22][C:17]=2[O:16][CH2:15][CH2:14][CH:9]2[CH2:10][CH2:11][CH2:12][CH2:13][N:8]2[CH3:6])=[CH:30][CH:29]=1)[CH3:32] |f:1.2.3.4.5.6|. Procedure details: Following a procedure similar to that described in Example 38(a), 1.00 g of 1-t-butoxycarbonyl-2-(2-{2-[2-(4-ethylphenyl)ethyl]phenoxy}ethyl)piperidine [prepared as described in Example 69(a)] were reacted with 0.173 g of lithium aluminum hydride dispersed in 20 ml of tetrahydrofuran. The mixture was then worked up as described in Example 38(a), and the crude product thus obtained was purified by column chromatography through silica gel using a 10:1 by volume mixture of methylene chloride and me... Yield: 80.9%. Starting materials: C(C)(C)(C)OC(=O)N1C(CCCC1)CCOC1=C(C=CC=C1)CCC1=CC=C(C=C1)CC (1-t-butoxycarbonyl-2-(2-{2-[2-(4-ethylphenyl)ethyl]phenoxy}ethyl)piperidine), [H-].[Al+3].[Li+].[H-].[H-].[H-] (lithium aluminum hydride). Solvent: O1CCCC1 (tetrahydrofuran). Reactants: Fc1ccc(Br)nc1, CCOC(C)=O, CC(c1ccc(B2OC(C)(C)C(C)(C)O2)cc1)N1CCC(CC(C)(C)O)(c2ccccc2)OC1=O. Yields the product CC(c1ccc(-c2ccc(F)cn2)cc1)N1CCC(CC(C)(C)O)(c2ccccc2)OC1=O. RXN SMILES: [Br:36][c:37]1[n:38][cH:39][c:40]([F:43])[cH:41][cH:42]1.[CH3:44][CH2:45][O:46][C:47](=[O:48])[CH3:49].[OH:1][C:2]([CH2:3][C:4]1([c:28]2[cH:29][cH:30][cH:31][cH:32][cH:33]2)[CH2:5][CH2:6][N:7]([CH:11]([CH3:12])[c:13]2[cH:14][cH:15][c:16]([B:19]3[O:20][C:21]([CH3:22])([CH3:23])[C:24]([CH3:25])([CH3:26])[O:27]3)[cH:17][cH:18]2)[C:8](=[O:10])[O:9]1)([CH3:34])[CH3:35]>>[OH:1][C:2]([CH2:3][C:4]1([c:28]2[cH:29][cH:30][cH:31][cH:32][cH:33]2)[CH2:5][CH2:6][N:7]([CH:11]([CH3:12])[c:13]2[cH:14][cH:15][c:16](-[c:37]3[n:38][cH:39][c:40]([F:43])[cH:41][cH:42]3)[cH:17][cH:18]2)[C:8](=[O:10])[O:9]1)([CH3:34])[CH3:35]. Reactants: solution, C(C)[Mg]Br (ethylmagnesium bromide), C(CCC)C1=NC2=CC=C(C=C2C(N1CC1=CC=C(C=C1)C1=C(C=CC=C1)C1=NN=NN1C(C1=CC=CC=C1)(C1=CC=CC=C1)C1=CC=CC=C1)=O)C=O (2-Butyl-3,4-dihydro-4-oxo-3-[[2'-[1-(triphenylmethyl)-1H-tetrazol-5yl][1,1'-biphenyl]-4-yl]methyl]-6-quinazolinecarboxaldehyde). Solvent: O1CCCC1 (tetrahydrofuran). Conditions: temperature -78 celsius, time 0.5 hour. The product is C(CCC)C1=NC2=CC=C(C=C2C(N1CC1=CC=C(C=C1)C1=C(C=CC=C1)C1=NN=NN1C(C1=CC=CC=C1)(C1=CC=CC=C1)C1=CC=CC=C1)=O)C(CC)O (2-Butyl-6-(1-hydroxypropyl)-3-[[2'-[1-(triphenylmethyl)-1H-tetrazol-5-yl][1,1'-biphenyl]-4-yl]methyl]-4(3H)-quinazolinone). As a reaction SMILES: [CH2:1]([C:5]1[N:14]([CH2:15][C:16]2[CH:21]=[CH:20][C:19]([C:22]3[CH:27]=[CH:26][CH:25]=[CH:24][C:23]=3[C:28]3[N:32]([C:33]([C:46]4[CH:51]=[CH:50][CH:49]=[CH:48][CH:47]=4)([C:40]4[CH:45]=[CH:44][CH:43]=[CH:42][CH:41]=4)[C:34]4[CH:39]=[CH:38][CH:37]=[CH:36][CH:35]=4)[N:31]=[N:30][N:29]=3)=[CH:18][CH:17]=2)[C:13](=[O:52])[C:12]2[C:7](=[CH:8][CH:9]=[C:10]([CH:53]=[O:54])[CH:11]=2)[N:6]=1)[CH2:2][CH2:3][CH3:4].[CH2:55]([Mg]Br)[CH3:56]>O1CCCC1>[CH2:1]([C:5]1[N:14]([CH2:15][C:16]2[CH:17]=[CH:18][C:19]([C:22]3[CH:27]=[CH:26][CH:25]=[CH:24][C:23]=3[C:28]3[N:32]([C:33]([C:40]4[CH:41]=[CH:42][CH:43]=[CH:44][CH:45]=4)([C:34]4[CH:39]=[CH:38][CH:37]=[CH:36][CH:35]=4)[C:46]4[CH:51]=[CH:50][CH:49]=[CH:48][CH:47]=4)[N:31]=[N:30][N:29]=3)=[CH:20][CH:21]=2)[C:13](=[O:52])[C:12]2[C:7](=[CH:8][CH:9]=[C:10]([CH:53]([OH:54])[CH2:55][CH3:56])[CH:11]=2)[N:6]=1)[CH2:2][CH2:3][CH3:4]. Reported procedure: To a suspension of 1.00 g of 2-Butyl-3,4-dihydro-4-oxo-3-[[2'-[1-(triphenylmethyl)-1H-tetrazol-5yl][1,1'-biphenyl]-4-yl]methyl]-6-quinazolinecarboxaldehyde in 10 ml of tetrahydrofuran, cooled to -78° C. and 2.833 ml of a 1.0M solution of ethylmagnesium bromide rapidly added. The cooling bath is removed and the reaction mixture allowed to warm until a complete solution. The cooling bath is again applied and the reaction mixture cooled to -78° C. and stirred for 0.5 hours. The bath is removed and ... Reaction SMILES: [CH3:40][N:41]([CH3:42])[CH:43]=[O:44].[Cl:20][CH2:21][c:22]1[n:23][c:24]([CH:27]=[CH:28][c:29]2[cH:30][cH:31][c:32]([O:35][CH:36]([F:37])[F:38])[cH:33][cH:34]2)[o:25][cH:26]1.[H-:18].[Na+:19].[OH2:39].[n:1]1([CH2:6][CH2:7][S:8](=[O:9])[CH2:10][c:11]2[cH:12][cH:13][c:14]([OH:17])[cH:15][cH:16]2)[n:2][n:3][cH:4][cH:5]1>>[n:1]1([CH2:6][CH2:7][S:8](=[O:9])[CH2:10][c:11]2[cH:12][cH:13][c:14]([O:17][CH2:21][c:22]3[n:23][c:24]([CH:27]=[CH:28][c:29]4[cH:30][cH:31][c:32]([O:35][CH:36]([F:37])[F:38])[cH:33][cH:34]4)[o:25][cH:26]3)[cH:15][cH:16]2)[n:2][n:3][cH:4][cH:5]1. Product: O=S(CCn1ccnn1)Cc1ccc(OCc2coc(C=Cc3ccc(OC(F)F)cc3)n2)cc1. Starting materials: CN(C)C=O, FC(F)Oc1ccc(C=Cc2nc(CCl)co2)cc1, [H-], [Na+], O, O=S(CCn1ccnn1)Cc1ccc(O)cc1. Starting materials: COC(=O)c1cccc2[nH]c3c(c12)C(=O)CCC3, O=C([O-])[O-], CCOC(C)=O, FC(F)(F)Oc1cccc(CBr)c1, [K+], [K+], CN(C)C=O. Product: COC(=O)c1cccc2c1c1c(n2Cc2cccc(OC(F)(F)F)c2)CCCC1=O. RXN SMILES: [C:1](=[O:2])([O:3][CH3:4])[c:5]1[c:6]2[c:7]3[c:12]([nH:13][c:14]2[cH:15][cH:16][cH:17]1)[CH2:11][CH2:10][CH2:9][C:8]3=[O:18].[C:32](=[O:33])([O-:34])[O-:35].[CH3:43][CH2:44][O:45][C:46](=[O:47])[CH3:48].[F:19][C:20]([O:21][c:22]1[cH:23][c:24]([CH2:25][Br:26])[cH:27][cH:28][cH:29]1)([F:30])[F:31].[K+:36].[K+:37].[O:38]=[CH:39][N:40]([CH3:41])[CH3:42]>>[C:1](=[O:2])([O:3][CH3:4])[c:5]1[c:6]2[c:7]3[c:12]([n:13]([CH2:25][c:24]4[cH:23][c:22]([O:21][C:20]([F:19])([F:30])[F:31])[cH:29][cH:28][cH:27]4)[c:14]2[cH:15][cH:16][cH:17]1)[CH2:11][CH2:10][CH2:9][C:8]3=[O:18]. Starting materials: C1CCCC12CCC(CC2)C(C)=O (1-Spiro[4.5]dec-8-yl-ethanone), pyrrolidone hydrotribromide. Solvent: CO (methanol). Yields the product BrCC(=O)C1CCC2(CCCC2)CC1 (2-bromo-1-spiro[4.5]dec-8-yl-ethanone). Yield: 70.2%. Reaction SMILES: [CH2:1]1[C:5]2([CH2:10][CH2:9][CH:8]([C:11](=[O:13])[CH3:12])[CH2:7][CH2:6]2)[CH2:4][CH2:3][CH2:2]1.C1CNC(=O)C1.[Br:20][Br-]Br>CO>[Br:20][CH2:12][C:11]([CH:8]1[CH2:9][CH2:10][C:5]2([CH2:1][CH2:2][CH2:3][CH2:4]2)[CH2:6][CH2:7]1)=[O:13] |f:1.2|. Procedure: 1-Spiro[4.5]dec-8-yl-ethanone (120 mg, 0.66 mmol) was treated with pyrrolidone hydrotribromide (360 mg, 0.72 mmol) in methanol (3 mL) following a method analogous to General Procedure B1 to produce 2-bromo-1-spiro[4.5]dec-8-yl-ethanone (120 mg). This bromo ketone was used without further purification. It was treated with 3-[1-(5-methyl-thiophen-2-ylmethyl)-thioureido]-propionic acid tert-butyl ester (158 mg, 0.5 mmol) following a method analogous to General Procedure C to afford 3-[(5-methyl-thi... Starting materials: O=C(CCCCCCCC(=O)OC)C=C (9-keto-10-undecenoic acid, methyl ester), [N+](=O)([O-])C (Nitromethane), C[O-].[Na+] (sodium methoxide), [Na] (sodium). The solvent is CO (methanol). Reaction conditions: temperature -20 celsius. Yields the product O=C(CCCCCCCC(=O)OC)CCC[N+](=O)[O-] (9-keto-12-nitro-dodecanoic acid, methyl ester). RXN SMILES: [N+:1]([CH3:4])([O-:3])=[O:2].C[O-].[Na+].[Na].[O:9]=[C:10]([CH:22]=[CH2:23])[CH2:11][CH2:12][CH2:13][CH2:14][CH2:15][CH2:16][CH2:17][C:18]([O:20][CH3:21])=[O:19]>CO>[O:9]=[C:10]([CH2:22][CH2:23][CH2:4][N+:1]([O-:3])=[O:2])[CH2:11][CH2:12][CH2:13][CH2:14][CH2:15][CH2:16][CH2:17][C:18]([O:20][CH3:21])=[O:19] |f:1.2,^1:7|. Procedure: Nitromethane (12.8 g; 0.21 mole) is added dropwise to a solution of sodium methoxide, prepared from sodium (4.6 g; 0.2 mole) and methanol (200 ml), at 0°-5° C. The solution is cooled to -20° C. and 9-keto-10-undecanoic acid, methyl ester (III) (21.2 g; 0.1 mole) is added dropwise into the solution over 5 hours. The reactants are CCOCC, CCOC(C)=O, O=C=NC(=O)Cc1ccc(F)cc1, CN1CC(N2CCN(C(=O)Nc3cc(Oc4ccc(N)cc4)ccn3)CC2)C1, C1CCOC1. Yields the product CN1CC(N2CCN(C(=O)Nc3cc(Oc4ccc(NC(=O)NC(=O)Cc5ccc(F)cc5)cc4)ccn3)CC2)C1. RXN SMILES: [CH3:42][CH2:43][O:44][CH2:45][CH3:46].[CH3:52][CH2:53][O:54][C:55](=[O:56])[CH3:57].[F:29][c:30]1[cH:31][cH:32][c:33]([CH2:36][C:37](=[O:38])[N:39]=[C:40]=[O:41])[cH:34][cH:35]1.[NH2:1][c:2]1[cH:3][cH:4][c:5]([O:6][c:7]2[cH:8][c:9]([NH:13][C:14](=[O:15])[N:16]3[CH2:17][CH2:18][N:19]([CH:22]4[CH2:23][N:24]([CH3:26])[CH2:25]4)[CH2:20][CH2:21]3)[n:10][cH:11][cH:12]2)[cH:27][cH:28]1.[O:47]1[CH2:48][CH2:49][CH2:50][CH2:51]1>>[NH:1]([c:2]1[cH:3][cH:4][c:5]([O:6][c:7]2[cH:8][c:9]([NH:13][C:14](=[O:15])[N:16]3[CH2:17][CH2:18][N:19]([CH:22]4[CH2:23][N:24]([CH3:26])[CH2:25]4)[CH2:20][CH2:21]3)[n:10][cH:11][cH:12]2)[cH:27][cH:28]1)[C:40]([NH:39][C:37]([CH2:36][c:33]1[cH:32][cH:31][c:30]([F:29])[cH:35][cH:34]1)=[O:38])=[O:41].